Dataset: the Open Reaction Database (ORD), a public repository of structured organic reaction records. Task: describe an organic reaction: reactants, conditions, products, and yield Starting materials: C1(=CC=CC=C1)C1=NC=C(C=C1)C(C)=NOCCO (2-[1-(2-phenyl-5-pyridyl)ethylideneaminooxy]ethanol), N(=NC(=O)OCC)C(=O)OCC (diethyl azodicarboxylate), OC1=CC=C(CC2C(N(C(S2)=O)C(C2=CC=CC=C2)(C2=CC=CC=C2)C2=CC=CC=C2)=O)C=C1 (5-(4-hydroxybenzyl)-3-tritylthiazolidine-2,4-dione), C1(=CC=CC=C1)P(C1=CC=CC=C1)C1=CC=CC=C1 (triphenylphosphine). Yields the product C1(=CC=CC=C1)C1=NC=C(C=C1)C(C)=NOCCOC1=CC=C(CC2C(N(C(S2)=O)C(C2=CC=CC=C2)(C2=CC=CC=C2)C2=CC=CC=C2)=O)C=C1 (5-(4-{2-[1-(2-Phenyl-5-pyridyl)ethylideneaminooxyl]ethoxy}benzyl)-3-tritylthiazolidine-2,4-dione). The yield is 86.0%. Reaction SMILES: [C:1]1([C:7]2[CH:12]=[CH:11][C:10]([C:13](=[N:15][O:16][CH2:17][CH2:18][OH:19])[CH3:14])=[CH:9][N:8]=2)[CH:6]=[CH:5][CH:4]=[CH:3][CH:2]=1.O[C:21]1[CH:53]=[CH:52][C:24]([CH2:25][CH:26]2[S:30][C:29](=[O:31])[N:28]([C:32]([C:45]3[CH:50]=[CH:49][CH:48]=[CH:47][CH:46]=3)([C:39]3[CH:44]=[CH:43][CH:42]=[CH:41][CH:40]=3)[C:33]3[CH:38]=[CH:37][CH:36]=[CH:35][CH:34]=3)[C:27]2=[O:51])=[CH:23][CH:22]=1.C1(P(C2C=CC=CC=2)C2C=CC=CC=2)C=CC=CC=1.N(C(OCC)=O)=NC(OCC)=O>>[C:1]1([C:7]2[CH:12]=[CH:11][C:10]([C:13](=[N:15][O:16][CH2:17][CH2:18][O:19][C:21]3[CH:53]=[CH:52][C:24]([CH2:25][CH:26]4[S:30][C:29](=[O:31])[N:28]([C:32]([C:45]5[CH:50]=[CH:49][CH:48]=[CH:47][CH:46]=5)([C:39]5[CH:40]=[CH:41][CH:42]=[CH:43][CH:44]=5)[C:33]5[CH:38]=[CH:37][CH:36]=[CH:35][CH:34]=5)[C:27]4=[O:51])=[CH:23][CH:22]=3)[CH3:14])=[CH:9][N:8]=2)[CH:2]=[CH:3][CH:4]=[CH:5][CH:6]=1. Procedure: Following a procedure similar to that described in Example 1(a), but using 384 mg of 2-[1-(2-phenyl-5-pyridyl)ethylideneaminooxy]ethanol (prepared as described in Preparation 17), 537 mg of 5-(4-hydroxybenzyl)-3-tritylthiazolidine-2,4-dione, 393 mg of triphenylphosphine and 261 mg of diethyl azodicarboxylate, 698 mg of the title compound were obtained as a foam-like solid.